Dataset: the Open Reaction Database (ORD), a public repository of structured organic reaction records. Task: describe an organic reaction: reactants, conditions, products, and yield The reactants are O.[OH-].[Li+] (Lithium hydroxide hydrate), BrC(C(=O)OCC)C1=CC=CC=C1 (Ethyl 2-bromo-2-phenylacetate), C(C)C=1C=C(N)C=CC1 (3-ethylaniline), C(C)N(C(C)C)C(C)C (N-ethyl-N-isopropylpropan-2-amine), Cl (HCl). The solvent is O (water), C(C)#N (acetonitrile), O1CCOCC1 (dioxane). Conditions: temperature 100 celsius, time 1 hour. The product is Cl.C(C)C=1C=C(C=CC1)NC(C(=O)O)C1=CC=CC=C1 ((3-ethyl-phenylamino)-phenyl-acetic acid hydrochloride). Isolated yield 86.0%. RXN SMILES: Br[CH:2]([C:8]1[CH:13]=[CH:12][CH:11]=[CH:10][CH:9]=1)[C:3]([O:5]CC)=[O:4].[CH2:14]([C:16]1[CH:17]=[C:18]([CH:20]=[CH:21][CH:22]=1)[NH2:19])[CH3:15].C(N(C(C)C)C(C)C)C.O.[OH-].[Li+].[ClH:35]>C(#N)C.O1CCOCC1.O>[ClH:35].[CH2:14]([C:16]1[CH:17]=[C:18]([NH:19][CH:2]([C:8]2[CH:9]=[CH:10][CH:11]=[CH:12][CH:13]=2)[C:3]([OH:5])=[O:4])[CH:20]=[CH:21][CH:22]=1)[CH3:15] |f:3.4.5,10.11|. Procedure details: Ethyl 2-bromo-2-phenylacetate (0.29 mL, 1.64 mmol), 3-ethylaniline (0.31 mL, 2.47 mmol), and N-ethyl-N-isopropylpropan-2-amine (0.43 mL, 2.47 mmol) are dissolved in acetonitrile (5 mL) and stirred under MW irradiation at 100° C. for 1 hour (Conversion complete by UPLC/MS-UV). Lithium hydroxide hydrate (207 mg, 4.94 mmol) and water (3 mL) are added and the mixture is stirred at RT for 16 hours. 4M HCl in dioxane is added until pH 1 and the solvents are evaporated. The residue is suspended in wate... The reactants are C, COC(=O)c1ccc(-c2cc(F)c(OCc3ccccc3)c(C#N)c2)s1, [Pd]. Product: COC(=O)c1ccc(-c2cc(F)c(O)c(C#N)c2)s1. Reaction SMILES: [C:27].[CH2:1]([c:2]1[cH:3][cH:4][cH:5][cH:6][cH:7]1)[O:8][c:9]1[c:10]([C:25]#[N:26])[cH:11][c:12](-[c:16]2[cH:17][cH:18][c:19]([C:21](=[O:22])[O:23][CH3:24])[s:20]2)[cH:13][c:14]1[F:15].[Pd:28]>>[OH:8][c:9]1[c:10]([C:25]#[N:26])[cH:11][c:12](-[c:16]2[cH:17][cH:18][c:19]([C:21](=[O:22])[O:23][CH3:24])[s:20]2)[cH:13][c:14]1[F:15]. The reactants are [BH4-], CCOC(=O)c1ccc(Oc2ccc(C=O)cc2)nc1, NCCc1ccccc1, COC(OC)OC, CO, [Na+]. The product is CCOC(=O)c1ccc(Oc2ccc(CNCCc3ccccc3)cc2)nc1. As a reaction SMILES: [BH4-:37].[CH2:1]([CH3:2])[O:3][C:4]([c:5]1[cH:6][n:7][c:8]([O:11][c:12]2[cH:13][cH:14][c:15]([CH:18]=[O:19])[cH:16][cH:17]2)[cH:9][cH:10]1)=[O:20].[CH2:28]([CH2:29][c:30]1[cH:31][cH:32][cH:33][cH:34][cH:35]1)[NH2:36].[CH3:21][O:22][CH:23]([O:24][CH3:25])[O:26][CH3:27].[CH3:39][OH:40].[Na+:38]>>[CH2:1]([CH3:2])[O:3][C:4]([c:5]1[cH:6][n:7][c:8]([O:11][c:12]2[cH:13][cH:14][c:15]([CH2:18][NH:36][CH2:28][CH2:29][c:30]3[cH:31][cH:32][cH:33][cH:34][cH:35]3)[cH:16][cH:17]2)[cH:9][cH:10]1)=[O:20]. Starting materials: ClC1=C(C=CC(=C1)Cl)C1=CN(C=2C(CCCC12)CC(=O)OCC)C(CCC1=CC=CC=C1)C1=CC=C(C=C1)C(F)(F)F (ethyl (3-(2,4-dichlorophenyl)-1-{3-phenyl-1-[4-(trifluoromethyl)phenyl]propyl}-4,5,6,7-tetrahydro-1H-indo 1-7-yl)acetate), [Li+].[OH-] (LiOH). The solvent is CCOC(=O)C (AcOEt), O1CCOCC1 (dioxane), O (water). Conditions: temperature 60 celsius. Yields the product ClC1=C(C=CC(=C1)Cl)C1=CN(C=2C(CCCC12)CC(=O)O)C(CCC1=CC=CC=C1)C1=CC=C(C=C1)C(F)(F)F ((3-(2,4-Dichlorophenyl)-1-{3-phenyl-1-[4-(trifluoro methyl)phenyl]propyl}-4,5,6,7-tetrahydro-1H-indol-7-yl)acetic acid). RXN SMILES: [Cl:1][C:2]1[CH:7]=[C:6]([Cl:8])[CH:5]=[CH:4][C:3]=1[C:9]1[C:17]2[CH2:16][CH2:15][CH2:14][CH:13]([CH2:18][C:19]([O:21]CC)=[O:20])[C:12]=2[N:11]([CH:24]([C:33]2[CH:38]=[CH:37][C:36]([C:39]([F:42])([F:41])[F:40])=[CH:35][CH:34]=2)[CH2:25][CH2:26][C:27]2[CH:32]=[CH:31][CH:30]=[CH:29][CH:28]=2)[CH:10]=1.[Li+].[OH-]>O1CCOCC1.O.CCOC(C)=O>[Cl:1][C:2]1[CH:7]=[C:6]([Cl:8])[CH:5]=[CH:4][C:3]=1[C:9]1[C:17]2[CH2:16][CH2:15][CH2:14][CH:13]([CH2:18][C:19]([OH:21])=[O:20])[C:12]=2[N:11]([CH:24]([C:33]2[CH:38]=[CH:37][C:36]([C:39]([F:41])([F:42])[F:40])=[CH:35][CH:34]=2)[CH2:25][CH2:26][C:27]2[CH:32]=[CH:31][CH:30]=[CH:29][CH:28]=2)[CH:10]=1 |f:1.2|. Reported procedure: The ester from the foregoing step (0.03 g, 0.05 mmol) was dissolved in a mixture of dioxane (7 ml)/water (2 ml). Then LiOH (12 mg, 0.5 mmol) was added and the solution heated to 60° C. for 14 h. The reaction mixture was then diluted with AcOEt (20 ml), washed with 2.0N HCl (20 ml), brine (20 ml), dried over Na2SO4 and concentrated in vacuo. The residue was purified by chromatography on silica gel eluting with 20% AcOEt/Hexane and consequently by HPLC (gradient 60-98% CH3CN/0.1% TFA-H20) to affor... Reactants: 2-L, Br (HBr), [OH-].[Na+] (NaOH), Br (hydrobromic acid), FC(C(OCC1(COC1)C)(F)F)(CC(F)(F)F)F (3-heptafluorobutoxymethyl-3-methyloxetane). Solvent: O (water). Run at temperature 5 celsius, time 8 hour. Yields the product FC(C(OCC1(COC1)COC(C(CC(F)(F)F)(F)F)(F)F)(F)F)(CC(F)(F)F)F (3,3-bis(heptafluorobutoxymethyl)oxetane). Yield: 93.5%. RXN SMILES: Br.[F:2][C:3]([F:19])([CH2:14][C:15]([F:18])([F:17])[F:16])[C:4]([F:13])([F:12])[O:5][CH2:6][C:7]1([CH3:11])[CH2:10][O:9][CH2:8]1.[OH-:20].[Na+]>O>[F:19][C:3]([F:2])([CH2:14][C:15]([F:17])([F:18])[F:16])[C:4]([F:12])([F:13])[O:5][CH2:6][C:7]1([CH2:11][O:20][C:4]([F:12])([F:13])[C:3]([F:2])([F:19])[CH2:14][C:15]([F:16])([F:17])[F:18])[CH2:10][O:9][CH2:8]1 |f:2.3|. Procedure: A 2-L, 3-neck, jacketed flask fitted with a mechanical stirrer, thermocouple probe, and an addition funnel was charged with 48% hydrobromic acid (208.0 g, 1.23 mole). The flask was cooled to 5° C. by circulating coolant through the jacket, and 3-heptafluorobutoxymethyl-3-methyloxetane was added at a rate to maintain the temperature below 12° C. The addition was complete after 11/4 hours. GC analysis indicated 98% conversion of the starting material to product. Additional 48% HBr (14.9 g, 0.088 m...